From a dataset of the Open Reaction Database (ORD), a public repository of structured organic reaction records. describe an organic reaction: reactants, conditions, products, and yield As a reaction SMILES: [CH3:1][O:2][C:3]([C:5]1[CH:9]=[CH:8][S:7][CH:6]=1)=[O:4].[N+:10]([O-])([OH:12])=[O:11].C(OC(=O)C)(=O)C>C(O)(=O)C>[CH3:1][O:2][C:3]([C:5]1[CH:9]=[C:8]([N+:10]([O-:12])=[O:11])[S:7][CH:6]=1)=[O:4]. Isolated yield 42.0%. Procedure: To a solution of 3-thiophene carboxylic acid methyl ester (1.8 g, 12.68 mmol) in acetic acid (7.5 ml) was added a mixture of nitric acid (0.67 ml), acetic acid (7.5 ml) and acetic anhydride (4.3 ml) at 0-10° C. The reaction mixture was stirred at 40° C. for 1 hr and then poured into crushed ice. The solid was filtered, washed with cold water and dried. The compound was recrystallised using ether/hexane to give 5-nitro-thiophene-3-carboxylic acid methyl ester (1.0 g, 42%). Reaction conditions: temperature 40 celsius, time 1 hour. Product: COC(=O)C1=CSC(=C1)[N+](=O)[O-] (5-nitro-thiophene-3-carboxylic acid methyl ester). Reactants: [N+](=O)(O)[O-] (nitric acid), C(C)(=O)OC(C)=O (acetic anhydride), COC(=O)C1=CSC=C1 (3-thiophene carboxylic acid methyl ester). Solvent: C(C)(=O)O (acetic acid), C(C)(=O)O (acetic acid). The reactants are C1(CCCCCC1)=NO (cycloheptanone oxime), CC1=CC=C(C=C1)C=1CCN(CC1)CCCC(=O)OCC (ethyl 4-(4-(4-methylphenyl)-1,2,3,6-tetrahydropyridin-1-yl)-n-butyrate). Product: CC1=CC=C(C=C1)C=1CCN(CC1)CCCC1=C2C(=NO1)CCCCC2 (3-(3-(4-(4-methylphenyl)-1,2,3,6-tetrahydropyridin-1-yl)propyl)-5,6,7,8-tetrahydro-4H-cyclohepta[c]isoxazole). Reaction SMILES: [C:1]1(=[N:8][OH:9])[CH2:7][CH2:6][CH2:5][CH2:4][CH2:3][CH2:2]1.[CH3:10][C:11]1[CH:16]=[CH:15][C:14]([C:17]2[CH2:18][CH2:19][N:20]([CH2:23][CH2:24][CH2:25][C:26](OCC)=O)[CH2:21][CH:22]=2)=[CH:13][CH:12]=1>>[CH3:10][C:11]1[CH:12]=[CH:13][C:14]([C:17]2[CH2:22][CH2:21][N:20]([CH2:23][CH2:24][CH2:25][C:26]3[O:9][N:8]=[C:1]4[CH2:7][CH2:6][CH2:5][CH2:4][CH2:3][C:2]=34)[CH2:19][CH:18]=2)=[CH:15][CH:16]=1. Reported procedure: By the same reaction and treatment as in Example 48 using cycloheptanone oxime and ethyl 4-(4-(4-methylphenyl)-1,2,3,6-tetrahydropyridin-1-yl)-n-butyrate, 3-(3-(4-(4-methylphenyl)-1,2,3,6-tetrahydropyridin-1-yl)propyl)-5,6,7,8-tetrahydro-4H-cyclohepta[c]isoxazole is obtained. Reactants: O=C1CN(c2ccc(C(Br)C(Br)c3ccccc3)cc2OCc2ccccc2)S(=O)(=O)N1, ClCCl, C[O-], CO, [Na+]. Product: COC(c1ccc(N2CC(=O)NS2(=O)=O)c(OCc2ccccc2)c1)C(Br)c1ccccc1. As a reaction SMILES: [CH2:1]([c:2]1[cH:3][cH:4][cH:5][cH:6][cH:7]1)[O:8][c:9]1[c:10]([N:25]2[CH2:26][C:27](=[O:32])[NH:28][S:29]2(=[O:30])=[O:31])[cH:11][cH:12][c:13]([CH:15]([CH:16]([c:17]2[cH:18][cH:19][cH:20][cH:21][cH:22]2)[Br:23])[Br:24])[cH:14]1.[CH2:38]([Cl:39])[Cl:40].[CH3:33][O-:34].[CH3:36][OH:37].[Na+:35]>>[CH2:1]([c:2]1[cH:3][cH:4][cH:5][cH:6][cH:7]1)[O:8][c:9]1[c:10]([N:25]2[CH2:26][C:27](=[O:32])[NH:28][S:29]2(=[O:30])=[O:31])[cH:11][cH:12][c:13]([CH:15]([CH:16]([c:17]2[cH:18][cH:19][cH:20][cH:21][cH:22]2)[Br:23])[O:34][CH3:33])[cH:14]1. The reactants are ClC=1C=C2C(=NC1)[C@@H](N(C2)C(=O)OC(C)(C)C)C(C)C (tert-butyl(S)-3-chloro-7-isopropyl-5,7-dihydro-6H-pyrrolo[3,4-b]pyridine-6-carboxylate), CS(=O)(=O)OC(C)C=1C(=NC=C(C1)Cl)[C@H](C(C)C)NC(=O)OC(C)(C)C (1-(2-((S)-1-((tert-butoxycarbonyl)amino)-2-methylpropyl)-5-chloropyridin-3-yl)ethyl methanesulfonate). Conditions: time 1 minute. Product: ClC=1C=C2C(=NC1)[C@@H](N(C2C)C(=O)OC(C)(C)C)C(C)C (Tert-butyl(7S)-3-chloro-7-isopropyl-5-methyl-5,7-dihydro-6H-pyrrolo[3,4-b]pyridine-6-carboxylate). RXN SMILES: ClC1C=C2CN(C(OC(C)(C)C)=O)[C@@H](C(C)C)C2=NC=1.CS(O[CH:26]([C:28]1[C:29]([C@@H:35]([NH:39][C:40]([O:42][C:43]([CH3:46])([CH3:45])[CH3:44])=[O:41])[CH:36]([CH3:38])[CH3:37])=[N:30][CH:31]=[C:32]([Cl:34])[CH:33]=1)[CH3:27])(=O)=O>>[Cl:34][C:32]1[CH:33]=[C:28]2[CH:26]([CH3:27])[N:39]([C:40]([O:42][C:43]([CH3:46])([CH3:45])[CH3:44])=[O:41])[C@@H:35]([CH:36]([CH3:38])[CH3:37])[C:29]2=[N:30][CH:31]=1. Procedure details: Procedure same as that for tert-butyl(S)-3-chloro-7-isopropyl-5,7-dihydro-6H-pyrrolo[3,4-b]pyridine-6-carboxylate, using 1-(2-((S)-1-((tert-butoxycarbonyl)amino)-2-methylpropyl)-5-chloropyridin-3-yl)ethyl methanesulfonate as a starting material. LC-MS tR=1.12 min in 1 min chromatography, MS (ESI) m/z 311.4 [M+H]+. 1H NMR (CDCl3, 400 MHz, mixture of diastereomers): δ 8.43 (d, J=1.6 Hz, 1H), 7.52 (s, 0.7H), 7.46 (s, 0.3H), 5.05-5.00 (m, 1H), 4.94 (s, 0.3H), 4.81 (s, 0.7H), 2.88-2.39 (m, 0.3H), 2.3... Starting materials: O=C1CCCCCCCCCCC1, NO. Product: ON=C1CCCCCCCCCCC1. Reaction SMILES: [C:1]1(=[O:13])[CH2:2][CH2:3][CH2:4][CH2:5][CH2:6][CH2:7][CH2:8][CH2:9][CH2:10][CH2:11][CH2:12]1.[NH2:14][OH:15]>>[C:1]1(=[N:14][OH:15])[CH2:2][CH2:3][CH2:4][CH2:5][CH2:6][CH2:7][CH2:8][CH2:9][CH2:10][CH2:11][CH2:12]1. Reactants: Brc1csc(Br)c1, CCCC[Sn](CCCC)(CCCC)c1ccccn1, Cc1ccccc1, c1ccc(P(c2ccccc2)(c2ccccc2)[Pd](P(c2ccccc2)(c2ccccc2)c2ccccc2)(P(c2ccccc2)(c2ccccc2)c2ccccc2)P(c2ccccc2)(c2ccccc2)c2ccccc2)cc1. The product is Brc1csc(-c2ccccn2)c1. RXN SMILES: [Br:1][c:2]1[s:3][cH:4][c:5]([Br:7])[cH:6]1.[CH2:8]([Sn:9]([CH2:10][CH2:11][CH2:12][CH3:19])([c:13]1[n:14][cH:15][cH:16][cH:17][cH:18]1)[CH2:20][CH2:21][CH2:22][CH3:23])[CH2:24][CH2:25][CH3:26].[CH3:27][c:28]1[cH:29][cH:30][cH:31][cH:32][cH:33]1.[cH:34]1[cH:35][cH:36][c:37]([P:38]([Pd:39]([P:40]([c:41]2[cH:42][cH:43][cH:44][cH:45][cH:46]2)([c:47]2[cH:48][cH:49][cH:50][cH:51][cH:52]2)[c:53]2[cH:54][cH:55][cH:56][cH:57][cH:58]2)([P:59]([c:60]2[cH:61][cH:62][cH:63][cH:64][cH:65]2)([c:66]2[cH:67][cH:68][cH:69][cH:70][cH:71]2)[c:72]2[cH:73][cH:74][cH:75][cH:76][cH:77]2)[P:78]([c:79]2[cH:80][cH:81][cH:82][cH:83][cH:84]2)([c:85]2[cH:86][cH:87][cH:88][cH:89][cH:90]2)[c:91]2[cH:92][cH:93][cH:94][cH:95][cH:96]2)([c:97]2[cH:98][cH:99][cH:100][cH:101][cH:102]2)[c:103]2[cH:104][cH:105][cH:106][cH:107][cH:108]2)[cH:109][cH:110]1>>[c:2]1(-[c:13]2[n:14][cH:15][cH:16][cH:17][cH:18]2)[s:3][cH:4][c:5]([Br:7])[cH:6]1. The reactants are I[Si](C)(C)C (Iodotrimethylsilane), BrC=1C=C2N(N=CC(=C2N[C@H]2[C@@](CN(C2)C(=O)OCC2=CC=CC=C2)(C)F)C(N)=O)C1 ((3S,4R)-benzyl 4-((6-bromo-3-carbamoylpyrrolo[1,2-b]pyridazin-4-yl)amino)-3-fluoro-3-methylpyrrolidine-1-carboxylate). The solvent is C(C)#N (acetonitrile). Conditions: time 1 hour. Product: I.BrC=1C=C2N(N=CC(=C2N[C@@H]2CNC[C@]2(C)F)C(=O)N)C1 (6-bromo-4-(((3R,4S)-4-fluoro-4-methylpyrrolidin-3-yl)amino)pyrrolo[1,2-b]pyridazine-3-carboxamide hydroiodide). The yield is 105.5%. RXN SMILES: [I:1][Si](C)(C)C.[Br:6][C:7]1[CH:8]=[C:9]2[C:14]([NH:15][C@@H:16]3[CH2:20][N:19](C(OCC4C=CC=CC=4)=O)[CH2:18][C@@:17]3([F:32])[CH3:31])=[C:13]([C:33](=[O:35])[NH2:34])[CH:12]=[N:11][N:10]2[CH:36]=1>C(#N)C>[IH:1].[Br:6][C:7]1[CH:8]=[C:9]2[C:14]([NH:15][C@H:16]3[C@:17]([F:32])([CH3:31])[CH2:18][NH:19][CH2:20]3)=[C:13]([C:33]([NH2:34])=[O:35])[CH:12]=[N:11][N:10]2[CH:36]=1 |f:3.4|. Reported procedure: Iodotrimethylsilane (0.134 mL, 0.938 mmol) was added dropwise to a solution of (3S,4R)-benzyl 4-((6-bromo-3-carbamoylpyrrolo[1,2-b]pyridazin-4-yl)amino)-3-fluoro-3-methylpyrrolidine-1-carboxylate (115 mg, 0.235 mmol) in acetonitrile (3 mL). After 1 h at room temperature, the mixture was quenched with methanol (1 mL) and concentrated in vacuo. The solid residue was triturated with diethyl ether (3 mL) and filtered. The filter cake was rinsed with diethyl ether and dried under vacuum to give crude...